From a dataset of the Open Reaction Database (ORD), a public repository of structured organic reaction records. describe an organic reaction: reactants, conditions, products, and yield Starting materials: C12CCC(CC1)C2CC(=O)O (bicyclo[2.2.1]hept-7-yl-acetic acid), C(C)OCC (diethyl ether), solution, C[Si](C)(C)C=[N+]=[N-] ((trimethylsilyl)diazomethane), C(C)OCC (diethyl ether). The solvent is CO (methanol). Run at temperature 25 celsius, time 1 hour. Yields the product COC(CC1C2CCC1CC2)=O (bicyclo[2.2.1]hept-7-yl-acetic acid methyl ester). Reaction SMILES: [CH:1]12[CH:7]([CH2:8][C:9]([OH:11])=[O:10])[CH:4]([CH2:5][CH2:6]1)[CH2:3][CH2:2]2.[CH2:12](OCC)C.C[Si](C=[N+]=[N-])(C)C>CO>[CH3:12][O:10][C:9](=[O:11])[CH2:8][CH:7]1[CH:4]2[CH2:3][CH2:2][CH:1]1[CH2:6][CH2:5]2. Procedure details: In a flask was placed bicyclo[2.2.1]hept-7-yl-acetic acid (554 mg, 3.95 mmol), diethyl ether (20 mL) and methanol (5 mL) and cooled to 0° C. in an ice bath. The mixture was then treated with a 2M solution of (trimethylsilyl)diazomethane in diethyl ether (3.95 mL, 7.9 mmol) dropwise. After the addition was complete, the mixture was warmed to 25° C. and stirred for 1 h. The mixture was concentrated in vacuo to afford bicyclo[2.2.1]hept-7-yl-acetic acid methyl ester (theoretical yield 3.95 mmol) wh... The reactants are BrCc1ccccc1, CCCCCC, CS(C)=O, [H-], [Na+], [Na+], O=C([O-])CCCO. Product: O=C(O)CCCOCc1ccccc1. Reaction SMILES: [Br:15][CH2:16][c:17]1[cH:18][cH:19][cH:20][cH:21][cH:22]1.[CH3:23][CH2:24][CH2:25][CH2:26][CH2:27][CH3:28].[CH3:3][S:4]([CH3:5])=[O:6].[H-:1].[Na+:14].[Na+:2].[OH:7][CH2:8][CH2:9][CH2:10][C:11](=[O:12])[O-:13]>>[O:7]([CH2:8][CH2:9][CH2:10][C:11](=[O:12])[OH:13])[CH2:16][c:17]1[cH:18][cH:19][cH:20][cH:21][cH:22]1.